This data is from the Open Reaction Database (ORD), a public repository of structured organic reaction records. The task is: describe an organic reaction: reactants, conditions, products, and yield Reactants: C(C)OCC(C(CC1=CC=CC2=CC=CC=C12)[N+](=O)[O-])(O)COCC (α,α-diethoxymethyl-β-nitro-1-naphthalenepropanol), [H][H] (hydrogen). The reagents and catalysts are [Ni] (Raney nickel). The solvent is C(C)(C)O (isopropanol). The product is C(C)OCC(C(CC1=CC=CC2=CC=CC=C12)N)(O)COCC (α,α-diethoxymethyl-β-amino-1-naphthalenepropanol). Yield: 90.0%. RXN SMILES: [CH2:1]([O:3][CH2:4][C:5]([CH2:22][O:23][CH2:24][CH3:25])([OH:21])[CH:6]([N+:18]([O-])=O)[CH2:7][C:8]1[C:17]2[C:12](=[CH:13][CH:14]=[CH:15][CH:16]=2)[CH:11]=[CH:10][CH:9]=1)[CH3:2].[H][H]>[Ni].C(O)(C)C>[CH2:24]([O:23][CH2:22][C:5]([CH2:4][O:3][CH2:1][CH3:2])([OH:21])[CH:6]([NH2:18])[CH2:7][C:8]1[C:17]2[C:12](=[CH:13][CH:14]=[CH:15][CH:16]=2)[CH:11]=[CH:10][CH:9]=1)[CH3:25]. Procedure details: A mixture of α,α-diethoxymethyl-β-nitro-1-naphthalenepropanol (7.75 g) and Raney nickel (0.8 g) in isopropanol (100 ml) was stirred under hydrogen at atmospheric pressure until hydrogen absorption stopped. The mixture was then degased for 15 minutes in vacuo and filtered through celite. The filtrate was evaporated in vacuo to yield α,α-diethoxymethyl-β-amino-1-naphthalenepropanol (6.37 g) as an oil. The reactants are CS(=O)(=O)N (methane sulphonamide), [H-].[Na+] (sodium hydride), Cl (hydrochloric acid), C(C1=CC=CC=C1)SC1=NC(=CC(=N1)Cl)Cl (2-(Benzylthio)-4,6-dichloropyrimidine). Solvent: CN(C)C=O (DMF), CCOC(=O)C (EtOAc). Run at time 1 hour. Yields the product C(C1=CC=CC=C1)SC1=NC(=CC(=N1)NS(=O)(=O)C)Cl (N-[2-(Benzylthio)-6-chloropyrimidin-4-yl]methanesulfonamide). RXN SMILES: [CH3:1][S:2]([NH2:5])(=[O:4])=[O:3].[H-].[Na+].[CH2:8]([S:15][C:16]1[N:21]=[C:20](Cl)[CH:19]=[C:18]([Cl:23])[N:17]=1)[C:9]1[CH:14]=[CH:13][CH:12]=[CH:11][CH:10]=1.Cl>CN(C=O)C.CCOC(C)=O>[CH2:8]([S:15][C:16]1[N:21]=[C:20]([NH:5][S:2]([CH3:1])(=[O:4])=[O:3])[CH:19]=[C:18]([Cl:23])[N:17]=1)[C:9]1[CH:14]=[CH:13][CH:12]=[CH:11][CH:10]=1 |f:1.2|. Reported procedure: To methane sulphonamide (1.47 g) in DMF (30 ml) was added 60% sodium hydride (0.59 g) at room temperature and stirred for 1 h. To this mixture was then added the subtitle product of step ii) and the mixture stirred at room temperature for 6 h. To the reaction mixture was added EtOAc (50 ml) and aqueous hydrochloric acid (50 ml, 1M). The organic layer was separated and washed with brine (20 ml), combined, dried (MgSO4) and evaporated to dryness under reduced pressure. The residue was purified by ...